describe an organic reaction: reactants, conditions, products, and yield From a dataset of the Open Reaction Database (ORD), a public repository of structured organic reaction records. Starting materials: C1=C(C=CC2=CC=CC=C12)C(CC(=O)OC(C=C)(CCC=C(C)C)C)=O (3,7-Dimethyl-1,6-octadien-3-yl 3-(β-naphthyl)-3-oxo-propionate), [H-].[Na+] (Sodium hydride), Cl (HCl), CI (methyl iodide). Run in O1CCCC1 (tetrahydrofuran), O1CCCC1 (tetrahydrofuran). Reaction conditions: temperature 0 celsius, time 1 hour. Product: C1=C(C=CC2=CC=CC=C12)C(C(C(=O)OC(C=C)(CCC=C(C)C)C)C)=O (3,7-dimethyl-1,6-octadien-3-yl 3-(β-naphthyl)-3-oxo-2-methylpropionate). RXN SMILES: [H-].[Na+].[CH:3]1[C:12]2[C:7](=[CH:8][CH:9]=[CH:10][CH:11]=2)[CH:6]=[CH:5][C:4]=1[C:13](=[O:28])[CH2:14][C:15]([O:17][C:18]([CH3:27])([CH2:21][CH2:22][CH:23]=[C:24]([CH3:26])[CH3:25])[CH:19]=[CH2:20])=[O:16].[CH3:29]I.Cl>O1CCCC1>[CH:3]1[C:12]2[C:7](=[CH:8][CH:9]=[CH:10][CH:11]=2)[CH:6]=[CH:5][C:4]=1[C:13](=[O:28])[CH:14]([CH3:29])[C:15]([O:17][C:18]([CH3:27])([CH2:21][CH2:22][CH:23]=[C:24]([CH3:26])[CH3:25])[CH:19]=[CH2:20])=[O:16] |f:0.1|. Reported procedure: Sodium hydride (3.92 g, 0.098 mol, 60%) and tetrahydrofuran (100 mL) are placed into a 250 mL three-necked round-bottomed flask fitted with a magnetic stirrer, ice bath, addition funnel, internal thermometer and argon inlet. The contents of the flask are cooled to 0° C. 3,7-Dimethyl-1,6-octadien-3-yl 3-(β-naphthyl)-3-oxo-propionate (15.28 g, 0.044 mol) dissolved in 50 mL of tetrahydrofuran is added dropwise to the flask over 30 min. During addition, the mixture evolves gas. After stirring for 1 ... Reaction SMILES: [Cl:1][C:2]1[CH:25]=[CH:24][C:5]2[O:6][C:7]3[CH:23]=[CH:22][CH:21]=[CH:20][C:8]=3[CH2:9][N:10]([C:11]([N:13]3[CH2:19][CH2:18][CH2:17][NH:16][CH2:15][CH2:14]3)=[O:12])[C:4]=2[CH:3]=1.[N:26]1[CH:31]=[CH:30][CH:29]=[C:28]([CH2:32][CH2:33][C:34](O)=[O:35])[CH:27]=1>>[Cl:1][C:2]1[CH:25]=[CH:24][C:5]2[O:6][C:7]3[CH:23]=[CH:22][CH:21]=[CH:20][C:8]=3[CH2:9][N:10]([C:11]([N:13]3[CH2:19][CH2:18][CH2:17][N:16]([C:34](=[O:35])[CH2:33][CH2:32][C:28]4[CH:27]=[N:26][CH:31]=[CH:30][CH:29]=4)[CH2:15][CH2:14]3)=[O:12])[C:4]=2[CH:3]=1. Isolated yield 61.1%. Procedure details: The title compound of Example 60 (0.73 g, 2.0 mmol) was coupled to 3-(3-pyridyl) propanoic acid (0.31 g, 2.0 mmol) by the procedure of Example 55. Following chromatographic separation of the crude product, 0.60 g of the title compound was obtained as a white solid and used in Example 87 without further purification. Reactants: ClC1=CC2=C(OC3=C(CN2C(=O)N2CCNCCC2)C=CC=C3)C=C1 (8-chloro-10-[(hexahydro-1H-1,4-diazepin-1-yl)carbonyl]-10,11-dihydrodibenz[b,f][1,4]oxazepine), N1=CC(=CC=C1)CCC(=O)O (3-(3-pyridyl) propanoic acid). Product: ClC1=CC2=C(OC3=C(CN2C(=O)N2CCN(CCC2)C(CCC=2C=NC=CC2)=O)C=CC=C3)C=C1 (1-[(8-chlorodibenz[b,f][1,4]oxazepin-10(11H)-yl)carbonyl]hexahydro-4-[1-oxo-3-(3-pyridinyl)propyl]-1H-1,4-diazepine). Starting materials: BrC=1C=C(C(=O)O)C=C(C1)Br (3,5-Dibromo-benzoic acid), NC1=NC=CC=C1O (2-amino-pyridin-3-ol). Yields the product BrC=1C=C(C=C(C1)Br)C=1OC=2C(=NC=CC2)N1 (2-(3,5-dibromo-phenyl)-oxazolo[4,5-b]pyridine). RXN SMILES: [Br:1][C:2]1[CH:3]=[C:4]([CH:8]=[C:9]([Br:11])[CH:10]=1)[C:5]([OH:7])=O.[NH2:12][C:13]1[C:18](O)=[CH:17][CH:16]=[CH:15][N:14]=1>>[Br:11][C:9]1[CH:8]=[C:4]([C:5]2[O:7][C:18]3[C:13]([N:12]=2)=[N:14][CH:15]=[CH:16][CH:17]=3)[CH:3]=[C:2]([Br:1])[CH:10]=1. Procedure details: 3,5-Dibromo-benzoic acid and 2-amino-pyridin-3-ol were condensed to give 2-(3,5-dibromo-phenyl)-oxazolo[4,5-b]pyridine using the conditions of Clark, R. L., et al., J. Med. Chem. 21: 1158-62 (1978). This compound was converted to N-(3-bromo-5-oxazolo[4,5-b]pyridin-2-yl-phenyl)-acetamide as described in Example 82. Conversion to N-[3-(1H-Indol-4-yl)-5-oxazolo[4,5-b]pyridin-2-yl-phenyl]-acetamide was carried out as described in Example 75. 1H NMR (400 MHz, CD3OD): δ 8.39-8.43 (m, 2H), 8.28 (d, J=1... Starting materials: C[S@@](=NC(C1=CN=CC(=C1)C#C[Si](C)(C)C)=O)(C1=CC=CC=C1)=O ((S)—N-[methyl(oxo)phenyl-λ6-sulfanylidene]-5-[(trimethylsilyl)ethynyl]nicotinamide), NC1=NC=C(C=C1)I (2-amino-5-iodopyridine). Product: NC1=CC=C(C=N1)C#CC=1C=NC=C(C(=O)N=[S@](C2=CC=CC=C2)(=O)C)C1 ((S)-5-[(6-aminopyridin-3-yl)ethynyl]-N-[methyl(oxo)phenyl-λ6-sulfanylidene]nicotinamide). The yield is 84.4%. RXN SMILES: [CH3:1][S@:2](=[O:24])([C:18]1[CH:23]=[CH:22][CH:21]=[CH:20][CH:19]=1)=[N:3][C:4](=[O:17])[C:5]1[CH:10]=[C:9]([C:11]#[C:12][Si](C)(C)C)[CH:8]=[N:7][CH:6]=1.[NH2:25][C:26]1[CH:31]=[CH:30][C:29](I)=[CH:28][N:27]=1>>[NH2:25][C:26]1[N:27]=[CH:28][C:29]([C:12]#[C:11][C:9]2[CH:8]=[N:7][CH:6]=[C:5]([CH:10]=2)[C:4]([N:3]=[S@@:2]([CH3:1])(=[O:24])[C:18]2[CH:23]=[CH:22][CH:21]=[CH:20][CH:19]=2)=[O:17])=[CH:30][CH:31]=1. Procedure details: In a manner similar to that described in Example 443, (S)—N-[methyl(oxo)phenyl-λ6-sulfanylidene]-5-[(trimethylsilyl)ethynyl]nicotinamide (100 mg, 0.28 mmol) and 2-amino-5-iodopyridine (69.3 mg, 0.31 mmol) were reacted to give the title compound as light yellow solid (89 mg).